Dataset: the Open Reaction Database (ORD), a public repository of structured organic reaction records. Task: describe an organic reaction: reactants, conditions, products, and yield Starting materials: epoxides, O[C@@H]1[C@]2(C)[C@@]3([C@H](C1)C3)[C@@H]3CCC1=CC(CC[C@@H]1[C@H]3CC2)=O (17β-Hydroxy-14α,15α-methylene-estr-4-ene-3-one), OO (hydrogen peroxide), FC1=C2CC[C@H]3[C@]45[C@H](C[C@H]([C@@]4(C)CC[C@@H]3[C@H]2CCC1=O)O)C5 (4-fluoro-17α-hydroxy-14α,15α-methylene-estr-4-ene-3-one), [OH-].[Na+] (sodium hydroxide). The solvent is CO (methanol), O (water), ClCCl (dichloromethane). Conditions: time 3 hour. Product: O1C2C13CC[C@H]1[C@]45[C@H](C[C@@H]([C@@]4(C)CC[C@@H]1[C@H]3CCC2=O)O)C5 (4ξ,5ξ-Epoxy-17β-hydroxy-14α,15α-methylene-estran-3-one). Reaction SMILES: [OH:1][C@H:2]1[CH2:7][C@@H:6]2[CH2:8][C@:5]32[C@H:9]2[C@H:18]([CH2:19][CH2:20][C@:3]13[CH3:4])[C@@H:17]1[C:12](=[CH:13][C:14](=[O:21])[CH2:15][CH2:16]1)[CH2:11][CH2:10]2.OO.FC1C(=[O:43])CC[C@H]2C=1CC[C@@H]1[C@@H]2CC[C@@]2(C)[C@@]31C[C@H]3C[C@H]2O.[OH-].[Na+]>CO.O.ClCCl>[O:43]1[C:12]23[C@H:17]([CH2:16][CH2:15][C:14](=[O:21])[CH:13]12)[C@@H:18]1[C@H:9]([C@:5]24[CH2:8][C@H:6]2[CH2:7][C@H:2]([OH:1])[C@:3]4([CH2:20][CH2:19]1)[CH3:4])[CH2:10][CH2:11]3 |f:3.4|. Reported procedure: 17β-Hydroxy-14α,15α-methylene-estr-4-ene-3-one (2 g) was dissolved in 50 ml of methanol and treated at 10° C. with hydrogen peroxide solution (35%). While stirring, 5 ml of a 10 sodium hydroxide solution was added and the stirring was continued for 3 hours. The reaction solution is mixed with 50 ml of dichloromethane and 25 ml of water and the organic phase is removed, washed with semi-concentrated thiosulfate solution, dried and evaporated to dryness. The residue obtained consists of a mixture ... Reactants: C(C)(=O)O (acetic acid), CC(C)(C)C=1C=C(CN)C=C(C1OCOC)C(C)(C)C (3,5-bis(1,1-dimethylethyl)-4-(methoxymethoxy)benzylamine), CSC=1C=C(C=CC1)NC(=O)N (N-[3(methylthio) phenyl]urea). The solvent is C1(=CC=CC=C1)C (toluene). The product is above-titled compound, CC(C)(C)C=1C=C(C=C(C1OCOC)C(C)(C)C)CNC(=O)NC1=CC(=CC=C1)SC (N[[3,5-bis(1,1-dimethylethyl)-4-(methoxymethoxy)phenyl]methyl]N'-[3-(methylthio)phenyl]urea). Yield: 25.0%. Reaction SMILES: [CH3:1][C:2]([C:5]1[CH:6]=[C:7]([CH:10]=[C:11]([C:17]([CH3:20])([CH3:19])[CH3:18])[C:12]=1[O:13][CH2:14][O:15][CH3:16])[CH2:8][NH2:9])([CH3:4])[CH3:3].[CH3:21][S:22][C:23]1[CH:24]=[C:25]([NH:29][C:30](N)=[O:31])[CH:26]=[CH:27][CH:28]=1.C(O)(=O)C>C1(C)C=CC=CC=1>[CH3:4][C:2]([C:5]1[CH:6]=[C:7]([CH2:8][NH:9][C:30]([NH:29][C:25]2[CH:26]=[CH:27][CH:28]=[C:23]([S:22][CH3:21])[CH:24]=2)=[O:31])[CH:10]=[C:11]([C:17]([CH3:20])([CH3:19])[CH3:18])[C:12]=1[O:13][CH2:14][O:15][CH3:16])([CH3:1])[CH3:3]. Procedure: The above-titled compound was prepared substantially in accordance with the procedure described in Example 6A using 5.2 g (18.5 mmol of 3,5-bis(1,1-dimethylethyl)-4-(methoxymethoxy)benzylamine, 4.62 g (25.4 mmol) of N-[3(methylthio) phenyl]urea (prepared substantially in accordance with the procedure described in Example 5), 1.06 ml of acetic acid and 180 ml of toluene. Such reaction provided 2.06 g of N[[3,5-bis(1,1-dimethylethyl)-4-(methoxymethoxy)phenyl]methyl]N'-[3-(methylthio)phenyl]urea. T... The reactants are C(C1=CC=CC=C1)OC1=C(C(C2CC(CC12)C=O)=O)C1=C(C=C(C=C1CC)C)CC (6-(benzyloxy)-5-(2,6-diethyl-4-methylphenyl)-4-oxo-1,2,3,3a,4,6a-hexahydropentalene-2-carbaldehyde), C(C(=O)C)=P(C1=CC=CC=C1)(C1=CC=CC=C1)C1=CC=CC=C1 (acetonylidenetriphenylphosphorane). Run in ClC(Cl)Cl (trichloromethane). Yields the product C(C)C1=C(C(=CC(=C1)C)CC)C1C(C2CC(CC2C1=O)CCC(C)=O)=O (2-(2,6-diethyl-4-methylphenyl)-5-(3-oxobutyl)-tetrahydropentalene-1,3-dione). RXN SMILES: C([O:8][C:9]1[CH:16]2[CH:12]([CH2:13][CH:14]([CH:17]=O)[CH2:15]2)[C:11](=[O:19])[C:10]=1[C:20]1[C:25]([CH2:26][CH3:27])=[CH:24][C:23]([CH3:28])=[CH:22][C:21]=1[CH2:29][CH3:30])C1C=CC=CC=1.[CH:31](=P(C1C=CC=CC=1)(C1C=CC=CC=1)C1C=CC=CC=1)[C:32]([CH3:34])=[O:33]>ClC(Cl)Cl>[CH2:26]([C:25]1[CH:24]=[C:23]([CH3:28])[CH:22]=[C:21]([CH2:29][CH3:30])[C:20]=1[CH:10]1[C:9](=[O:8])[CH:16]2[CH:12]([CH2:13][CH:14]([CH2:17][CH2:31][C:32](=[O:33])[CH3:34])[CH2:15]2)[C:11]1=[O:19])[CH3:27]. Reported procedure: 1.87 g (4.65 mmol) of 6-(benzyloxy)-5-(2,6-diethyl-4-methylphenyl)-4-oxo-1,2,3,3a,4,6a-hexahydropentalene-2-carbaldehyde (compound I-a-2) and 1.63 g (5.11 mmol) of acetonylidenetriphenylphosphorane in 40 ml of trichloromethane are stirred at room temperature for 12 h. The solvent is then removed, and the residue is purified chromatographically on silica gel (mobile phase ethyl acetate/hexane 1:5). This gives 1.37 g (66%) of 3-benzyloxy-2-(2,6-diethyl-4-methylphenyl)-5-(3-oxobut-1-enyl)-4,5,6,6a-...